This data is from the Open Reaction Database (ORD), a public repository of structured organic reaction records. The task is: describe an organic reaction: reactants, conditions, products, and yield Starting materials: ClC1=NC=NC(=C1[N+](=O)[O-])Cl (4,6-dichloro-5-nitropyrimidine), CN(CCNC)C (N,N,N'-trimethylethylenediamine), C(C)C=1NC=C(N1)C (2-ethyl-4-methylimidazole), [Sn](Cl)Cl (tin (II) chloride), C(=O)(N1C=NC=C1)N1C=NC=C1 (carbonyldiimidazole). Product: C(C)C1=NC(=C2C(NC=3C(=NC=NC3N21)N(CCN(C)C)C)=O)C (9-Ethyl-7-methyl-4-[N-(2-(dimethylamino)ethyl)methylamino]imidazo-[5,1-h]pteridin-6(5H)-one). RXN SMILES: Cl[C:2]1[C:7]([N+:8]([O-])=O)=[C:6](Cl)[N:5]=[CH:4][N:3]=1.[CH3:12][N:13]([CH3:18])[CH2:14][CH2:15][NH:16][CH3:17].[CH2:19]([C:21]1[NH:22][CH:23]=[C:24]([CH3:26])[N:25]=1)[CH3:20].[Sn](Cl)Cl.[C:30](N1C=CN=C1)(N1C=CN=C1)=[O:31]>>[CH2:19]([C:21]1[N:22]2[C:23]([C:30](=[O:31])[NH:8][C:7]3[C:2]([N:16]([CH3:17])[CH2:15][CH2:14][N:13]([CH3:18])[CH3:12])=[N:3][CH:4]=[N:5][C:6]=32)=[C:24]([CH3:26])[N:25]=1)[CH3:20]. Procedure: Prepared by treatment of 4,6-dichloro-5-nitropyrimidine with N,N,N'-trimethylethylenediamine followed by reaction with 2-ethyl-4-methylimidazole, reduction with tin (II) chloride and cyclization with carbonyldiimidazole.